Task: describe an organic reaction: reactants, conditions, products, and yield. Dataset: the Open Reaction Database (ORD), a public repository of structured organic reaction records Starting materials: 34b, NC=1C=C(C=CC1F)O (3-amino-4-fluorophenol), C(C)(C)(C)SC(C(C(C)=O)CC1=CC=C(C=C1)Cl)=O (2-(4-chlorobenzyl)-3-oxothiobutyric acid S-tert-butyl ester). Product: ClC1=CC=C(CC(C(=O)NC2=C(C=CC(=C2)O)F)C(C)=O)C=C1 (2-(4-chlorobenzyl)-N-(2-fluoro-5-hydroxyphenyl)-3-oxobutyramide). As a reaction SMILES: [NH2:1][C:2]1[CH:3]=[C:4]([OH:9])[CH:5]=[CH:6][C:7]=1[F:8].C(S[C:15](=[O:28])[CH:16]([CH2:20][C:21]1[CH:26]=[CH:25][C:24]([Cl:27])=[CH:23][CH:22]=1)[C:17](=[O:19])[CH3:18])(C)(C)C>>[Cl:27][C:24]1[CH:23]=[CH:22][C:21]([CH2:20][CH:16]([C:17](=[O:19])[CH3:18])[C:15]([NH:1][C:2]2[CH:3]=[C:4]([OH:9])[CH:5]=[CH:6][C:7]=2[F:8])=[O:28])=[CH:26][CH:25]=1. Procedure: The title compound was prepared by the method of Preparation 34b using 3-amino-4-fluorophenol and 2-(4-chlorobenzyl)-3-oxothiobutyric acid S-tert-butyl ester. Starting materials: C1(=CC=C(C=C1)COC1=CC=C(C=C1)CC(=O)OC)C1=CC=CC=C1 (methyl 4-(4-biphenylylmethoxy)phenylacetate), CN(CCN)C (N,N-dimethylethylenediamine), OC1=NC=CC=C1 (2-hydroxypyridine). The solvent is CO (methanol), CO (methanol). The product is C1(=CC=C(C=C1)COC1=CC=C(C=C1)CC(=O)NCCN(C)C)C1=CC=CC=C1 (4-(4-Biphenylylmethoxy)phenyl-N-[2-(N,N-dimethylamino)ethyl]acetamide). Yield: 93.3%. Reaction SMILES: [C:1]1([C:20]2[CH:25]=[CH:24][CH:23]=[CH:22][CH:21]=2)[CH:6]=[CH:5][C:4]([CH2:7][O:8][C:9]2[CH:14]=[CH:13][C:12]([CH2:15][C:16](OC)=[O:17])=[CH:11][CH:10]=2)=[CH:3][CH:2]=1.[CH3:26][N:27]([CH3:31])[CH2:28][CH2:29][NH2:30].OC1C=CC=CN=1>CO>[C:1]1([C:20]2[CH:21]=[CH:22][CH:23]=[CH:24][CH:25]=2)[CH:6]=[CH:5][C:4]([CH2:7][O:8][C:9]2[CH:14]=[CH:13][C:12]([CH2:15][C:16]([NH:30][CH2:29][CH2:28][N:27]([CH3:31])[CH3:26])=[O:17])=[CH:11][CH:10]=2)=[CH:3][CH:2]=1. Procedure details: A suspension of methyl 4-(4-biphenylylmethoxy)phenylacetate (2.00 g), N,N-dimethylethylenediamine (1.60 g), 2-hydroxypyridine (573 mg) in methanol (4.0 ml) was heated under reflux under nitrogen for 16 hr and cooled until the temperature of the reaction mixture reached to 60±2° C., to which methanol (8.0 ml) was added. The reaction mixture was heated under reflux for additional one hr and cooled to room temperature. The precipitate was collected by filtration and washed with methanol (4.0 ml to ... Starting materials: CN(c1cc(C(=O)O)cc(-c2nnc(C(C)(Cc3ccccc3)NC(=O)OC(C)(C)C)o2)c1)S(C)(=O)=O, CC(C)S(=O)(=O)Cl. Product: CC(C)S(=O)(=O)N(C)c1cc(C(=O)O)cc(-c2nnc(C(C)(Cc3ccccc3)NC(=O)OC(C)(C)C)o2)c1. Reaction SMILES: [C:1]([CH3:2])([CH3:3])([CH3:4])[O:5][C:6](=[O:7])[NH:8][C:9]([CH2:10][c:11]1[cH:12][cH:13][cH:14][cH:15][cH:16]1)([CH3:17])[c:18]1[n:19][n:20][c:21](-[c:23]2[cH:24][c:25]([C:26](=[O:27])[OH:28])[cH:29][c:30]([N:32]([S:33]([CH3:34])(=[O:35])=[O:36])[CH3:37])[cH:31]2)[o:22]1.[CH:38]([CH3:39])([CH3:40])[S:41](=[O:42])(=[O:43])[Cl:44]>>[C:1]([CH3:2])([CH3:3])([CH3:4])[O:5][C:6](=[O:7])[NH:8][C:9]([CH2:10][c:11]1[cH:12][cH:13][cH:14][cH:15][cH:16]1)([CH3:17])[c:18]1[n:19][n:20][c:21](-[c:23]2[cH:24][c:25]([C:26](=[O:27])[OH:28])[cH:29][c:30]([N:32]([CH3:37])[S:41]([CH:38]([CH3:39])[CH3:40])(=[O:42])=[O:43])[cH:31]2)[o:22]1. Starting materials: C1CCC2=NCCCN2CC1, CCOC(=O)Nc1nc2cc(C)ccc2nc1OC, C1CCOC1, c1ccc(N2CCNCC2)cc1. Yields the product COc1nc2ccc(C)cc2nc1NC(=O)N1CCN(c2ccccc2)CC1. RXN SMILES: [CH2:32]1[CH2:33][CH2:34][C:35]2=[N:40][CH2:39][CH2:38][CH2:37][N:36]2[CH2:41][CH2:42]1.[CH3:1][O:2][c:3]1[n:4][c:5]2[cH:6][cH:7][c:8]([CH3:19])[cH:9][c:10]2[n:11][c:12]1[NH:13][C:14]([O:15][CH2:16][CH3:17])=[O:18].[O:43]1[CH2:44][CH2:45][CH2:46][CH2:47]1.[c:20]1([N:26]2[CH2:27][CH2:28][NH:29][CH2:30][CH2:31]2)[cH:21][cH:22][cH:23][cH:24][cH:25]1>>[CH3:1][O:2][c:3]1[n:4][c:5]2[cH:6][cH:7][c:8]([CH3:19])[cH:9][c:10]2[n:11][c:12]1[NH:13][C:14](=[O:18])[N:29]1[CH2:28][CH2:27][N:26]([c:20]2[cH:21][cH:22][cH:23][cH:24][cH:25]2)[CH2:31][CH2:30]1. Reactants: ClCCl (dichloromethane), C(C)(=O)O[BH-](OC(C)=O)OC(C)=O.[Na+] (sodium triacetoxyborohydride), N1CCOCC1 (morpholine), BrC1=C(C=C(C=O)C=C1)F (4-bromo-3-fluorobenzaldehyde). Run in CO.ClCCl (methanol dichloromethane), CO.ClCCl (methanol dichloromethane), CO (methanol), O (water), C(Cl)(Cl)Cl (chloroform). Run at temperature 59 celsius. Product: N (NH3), BrC1=C(C=C(CN2CCOCC2)C=C1)F (4-(4-bromo-3-fluorobenzyl)morpholine). Isolated yield 66.0%. As a reaction SMILES: [NH:1]1[CH2:6][CH2:5][O:4][CH2:3][CH2:2]1.[Br:7][C:8]1[CH:15]=[CH:14][C:11]([CH:12]=O)=[CH:10][C:9]=1[F:16].C(O[BH-](OC(=O)C)OC(=O)C)(=O)C.[Na+].ClCCl>C(Cl)(Cl)Cl.O.CO.ClCCl.CO>[NH3:1].[Br:7][C:8]1[CH:15]=[CH:14][C:11]([CH2:12][N:1]2[CH2:6][CH2:5][O:4][CH2:3][CH2:2]2)=[CH:10][C:9]=1[F:16] |f:2.3,7.8|. Procedure details: A mixture of morpholine (0.215 ml, 2.46 mmol) and 4-bromo-3-fluorobenzaldehyde, available from Alfa Aesar, (500 mg, 2.46 mmol) was prepared in chloroform (8 ml) at room temperature and heated to 58-60° C. in a sealed tube for 1 h. The mixture was then cooled to room temperature and sodium triacetoxyborohydride (783 mg, 3.69 mmol) was added and the mixture heated again to 58-60° C. in a sealed tube for 12 h. The mixture was then allowed to cool to room temperature, diluted with water (4 ml), shak... Starting materials: Cl[O-].[Na+] (sodium hypochlorite), O(C1=CC=CC=C1)C1=CC=C(C=C1)C(C)=O (p-phenoxyacetophenone). The solvent is CC(=O)C (Acetone). Yields the product O(C1=CC=CC=C1)C1=CC=C(C(=O)O)C=C1 (p-phenoxybenzoic acid). Reaction SMILES: Cl[O-:2].[Na+].[O:4]([C:11]1[CH:16]=[CH:15][C:14]([C:17](=[O:19])C)=[CH:13][CH:12]=1)[C:5]1[CH:10]=[CH:9][CH:8]=[CH:7][CH:6]=1>CC(C)=O>[O:4]([C:11]1[CH:12]=[CH:13][C:14]([C:17]([OH:19])=[O:2])=[CH:15][CH:16]=1)[C:5]1[CH:6]=[CH:7][CH:8]=[CH:9][CH:10]=1 |f:0.1|. Procedure: In each case a 5.25% sodium hypochlorite solution (85.1 g.: 0.060 mole) was added slowly in portions to a solution of 3.18 g. (0.0150 mole) the p-phenoxyacetophenone sample while heating from 40° to 100° C. The resulting solution was concentrated at 100° C., producing a crystalline precipitate. Acetone was then added to consume excess sodium hypochlorite followed by boiling, acidification with some excess concentrated hydrochloric acid (10 ml of 12N), stirring, filtration, water wash and then dr...